describe an organic reaction: reactants, conditions, products, and yield From a dataset of the Open Reaction Database (ORD), a public repository of structured organic reaction records. The reactants are CS(=O)(=O)NCCc1ccccc1, CC(=O)O, [O-][I+3]([O-])([O-])O, I, O, O=S(=O)(O)O. Yields the product CS(=O)(=O)NCCc1ccc(I)cc1. As a reaction SMILES: [CH3:1][S:2](=[O:3])(=[O:4])[NH:5][CH2:6][CH2:7][c:8]1[cH:9][cH:10][cH:11][cH:12][cH:13]1.[CH3:25][C:26](=[O:27])[OH:28].[I+3:20]([OH:21])([O-:22])([O-:23])[O-:24].[I:19].[OH2:29].[S:14](=[O:15])(=[O:16])([OH:17])[OH:18]>>[CH3:1][S:2](=[O:3])(=[O:4])[NH:5][CH2:6][CH2:7][c:8]1[cH:9][cH:10][c:11]([I:20])[cH:12][cH:13]1.